This data is from the Open Reaction Database (ORD), a public repository of structured organic reaction records. The task is: describe an organic reaction: reactants, conditions, products, and yield Reactants: ClC1=C(C=C(C=C1)[C@]1(O)[C@H](O)[C@@H](O)[C@H](O)[C@H](O1)CO)CC1=CC=C(C=C1)C#C (1-chloro-4-(β-D-glucopyranos-1-yl)-2-(4-ethynyl-benzyl)-benzene), IC=1C=NN(C1)C (4-iodo-1-methyl-1H-pyrazole). Product: ClC1=C(C=C(C=C1)[C@]1(O)[C@H](O)[C@@H](O)[C@H](O)[C@H](O1)CO)CC1=CC=C(C=C1)C#CC=1C=NN(C1)C (1-Chloro-4-(β-D-glucopyranos-1-yl)-2-[4-(1-methyl-1H-pyrazol-4-yl-ethynyl)-benzyl]-benzene). Reaction SMILES: [Cl:1][C:2]1[CH:7]=[CH:6][C:5]([C@:8]2([O:17][C@H:16]([CH2:18][OH:19])[C@@H:14]([OH:15])[C@H:12]([OH:13])[C@H:10]2[OH:11])[OH:9])=[CH:4][C:3]=1[CH2:20][C:21]1[CH:26]=[CH:25][C:24]([C:27]#[CH:28])=[CH:23][CH:22]=1.I[C:30]1[CH:31]=[N:32][N:33]([CH3:35])[CH:34]=1>>[Cl:1][C:2]1[CH:7]=[CH:6][C:5]([C@:8]2([O:17][C@H:16]([CH2:18][OH:19])[C@@H:14]([OH:15])[C@H:12]([OH:13])[C@H:10]2[OH:11])[OH:9])=[CH:4][C:3]=1[CH2:20][C:21]1[CH:22]=[CH:23][C:24]([C:27]#[C:28][C:30]2[CH:31]=[N:32][N:33]([CH3:35])[CH:34]=2)=[CH:25][CH:26]=1. Procedure details: The compound was obtained starting from 1-chloro-4-(β-D-glucopyranos-1-yl)-2-(4-ethynyl-benzyl)-benzene and 4-iodo-1-methyl-1H-pyrazole. Starting materials: C[C@H]1NC(C2N(C1=O)CCNC2)=O ((3R)-3-methyltetrahydro-2H-pyrazino[1,2-a]pyrazine-1,4(3H,6H)-dione), B.C1CCOC1 (BH3-THF). The solvent is Cl (HCl). The product is C[C@H]1NCC2N(C1)CCNC2 ((3R)-3-methyloctahydro-2H-pyrazino[1,2-a]pyrazine). The yield is 81.2%. Reaction SMILES: [CH3:1][C@@H:2]1[C:7](=O)[N:6]2[CH2:9][CH2:10][NH:11][CH2:12][CH:5]2[C:4](=O)[NH:3]1.B.C1COCC1>Cl>[CH3:1][C@@H:2]1[CH2:7][N:6]2[CH2:9][CH2:10][NH:11][CH2:12][CH:5]2[CH2:4][NH:3]1 |f:1.2|. Reported procedure: To a flask containing (3R)-3-methyltetrahydro-2H-pyrazino[1,2-a]pyrazine-1,4(3H,6H)-dione (D98, 353 mg, 1.927 mmol) was added 1M BH3-THF solution (20 mL) and it was heated to reflux for 20 h. MS analysis: m/z=156 (M+1 of the target product). To the reaction were added at 0° C. 10 mL of 6M HCl and it was heated to 90° C. for 20 h. The reaction mixture was purified by SCX, obtaining 243 mg of the target compound. Starting materials: [N+](=O)([O-])NC(=O)N (nitrourea), FC(C=1C=C(OC2CNC2)C=CC1)(F)F (3-[3-(trifluoromethyl)phenoxy]azetidine), C(Cl)Cl (methylene chloride). Run in C(C)O (ethyl alcohol). Reaction conditions: time 48 hour. The product is FC(C=1C=C(OC2CN(C2)C(=O)N)C=CC1)(F)F (3-[3-(Trifluoromethyl)phenoxy]-1-azetidinecarboxamide). As a reaction SMILES: [N+]([NH:4][C:5]([NH2:7])=[O:6])([O-])=O.[F:8][C:9]([F:22])([F:21])[C:10]1[CH:11]=[C:12]([CH:18]=[CH:19][CH:20]=1)[O:13][CH:14]1[CH2:17]N[CH2:15]1.C(Cl)Cl>C(O)C>[F:8][C:9]([F:21])([F:22])[C:10]1[CH:11]=[C:12]([CH:18]=[CH:19][CH:20]=1)[O:13][CH:14]1[CH2:17][N:4]([C:5]([NH2:7])=[O:6])[CH2:15]1. Procedure: A solution of 6 fold molar excess nitrourea and 3-[3-(trifluoromethyl)phenoxy]azetidine in a 50-50 vol. % mixture of methylene chloride and absolute ethyl alcohol is stirred at room temperature for 48 hr. The mixture is filtered. The filtrate is evaporated to dryness and the residue is partitioned between equal volumes of methylene chloride and water. The water layer is extracted 3 times with methylene chloride. The methylene chloride extracts are combined and evaporated to dryness. The residue ... Starting materials: NC=1SC=2N=C(N=CC2N1)N(C=1C=C(C=CC1)NC(C1=CC(=CC=C1)C(C)(C)C#N)=O)C (N-{3-[(2-amino[1,3]thiazolo[5,4-d]pyrimidin-5-yl)(methyl)amino]phenyl}-3-(1-cyano-1-methylethyl)benzamide), ClCC(=O)Cl (chloroacetyl chloride), C(O)([O-])=O.[Na+] (sodium hydrogen carbonate). Run in CN(C(C)=O)C (N,N-dimethylacetamide). Run at time 1 hour. Yields the product ClCC(=O)NC=1SC=2N=C(N=CC2N1)N(C=1C=C(C=CC1)NC(C1=CC(=CC=C1)C(C)(C)C#N)=O)C (N-{3-[{2-[(chloroacetyl)amino][1,3]thiazolo[5,4-d]pyrimidin-5-yl}(methyl)amino]phenyl}-3-(1-cyano-1-methylethyl)benzamide). Isolated yield 87.9%. RXN SMILES: [NH2:1][C:2]1[S:3][C:4]2[N:5]=[C:6]([N:11]([CH3:32])[C:12]3[CH:13]=[C:14]([NH:18][C:19](=[O:31])[C:20]4[CH:25]=[CH:24][CH:23]=[C:22]([C:26]([C:29]#[N:30])([CH3:28])[CH3:27])[CH:21]=4)[CH:15]=[CH:16][CH:17]=3)[N:7]=[CH:8][C:9]=2[N:10]=1.[Cl:33][CH2:34][C:35](Cl)=[O:36].C(=O)([O-])O.[Na+]>CN(C)C(=O)C>[Cl:33][CH2:34][C:35]([NH:1][C:2]1[S:3][C:4]2[N:5]=[C:6]([N:11]([CH3:32])[C:12]3[CH:13]=[C:14]([NH:18][C:19](=[O:31])[C:20]4[CH:25]=[CH:24][CH:23]=[C:22]([C:26]([C:29]#[N:30])([CH3:27])[CH3:28])[CH:21]=4)[CH:15]=[CH:16][CH:17]=3)[N:7]=[CH:8][C:9]=2[N:10]=1)=[O:36] |f:2.3|. Procedure details: To a solution of N-{3-[(2-amino[1,3]thiazolo[5,4-d]pyrimidin-5-yl)(methyl)amino]phenyl}-3-(1-cyano-1-methylethyl)benzamide (800 mg, 1.80 mmol) produced in Example D5(i) in N,N-dimethylacetamide (15 mL) was added chloroacetyl chloride (356 μL, 4.50 mmol), and the mixture was stirred at room temperature for 1 hr. To the reaction mixture was added saturated aqueous sodium hydrogen carbonate solution (60 mL), and the mixture was extracted with ethyl acetate (60 mL, 10 mL). The combined organic layer... Starting materials: C#CCN, CSC1=Nc2c(c(C)nn2C)C(c2ccccc2)=NC1, CCO. Product: C#CCNC1=Nc2c(c(C)nn2C)C(c2ccccc2)=NC1. Reaction SMILES: [CH2:21]([C:22]#[CH:23])[NH2:24].[CH3:1][n:2]1[n:3][c:4]([CH3:20])[c:5]2[c:6]1[N:7]=[C:8]([S:18][CH3:19])[CH2:9][N:10]=[C:11]2[c:12]1[cH:13][cH:14][cH:15][cH:16][cH:17]1.[CH3:25][CH2:26][OH:27]>>[CH3:1][n:2]1[n:3][c:4]([CH3:20])[c:5]2[c:6]1[N:7]=[C:8]([NH:24][CH2:21][C:22]#[CH:23])[CH2:9][N:10]=[C:11]2[c:12]1[cH:13][cH:14][cH:15][cH:16][cH:17]1.